From a dataset of the Open Reaction Database (ORD), a public repository of structured organic reaction records. describe an organic reaction: reactants, conditions, products, and yield The reactants are Cl.ClC=1C2=C(N=CN1)C=1C=CC=CC1N2 (4-Chloroindolo[3,2-d]pyrimidine hydrochloride), CC[C@H](C1=CC=CC=C1)N ((R)-(+)-methylbenzylamine). Run at time 16 hour. Yields the product Cl.C1(=CC=CC=C1)[C@@H](C)NC=1C2=C(N=CN1)C=1C=CC=CC1N2 (4-([R]-1-phenylethylamino)indolo[3,2-d]pyrimidine hydrochloride). The yield is 11.0%. As a reaction SMILES: Cl.[Cl:2][C:3]1[C:4]2[NH:15][C:14]3[CH:13]=[CH:12][CH:11]=[CH:10][C:9]=3[C:5]=2[N:6]=[CH:7][N:8]=1.C[CH2:17][C@@H:18]([NH2:25])[C:19]1[CH:24]=[CH:23][CH:22]=[CH:21][CH:20]=1>>[ClH:2].[C:19]1([C@H:18]([NH:25][C:3]2[C:4]3[NH:15][C:14]4[CH:13]=[CH:12][CH:11]=[CH:10][C:9]=4[C:5]=3[N:6]=[CH:7][N:8]=2)[CH3:17])[CH:24]=[CH:23][CH:22]=[CH:21][CH:20]=1 |f:0.1,3.4|. Procedure details: 4-Chloroindolo[3,2-d]pyrimidine hydrochloride 240 mg, 1 mmol) and (R)-(+)-methylbenzylamine (1 ml) are stirred under a dry nitrogen atmosphere at 150 for 5 hours, and then concentrated under reduced pressure to an oil. This oil is dissolved in EtOAc (20 ml), and stirred for 16 h. The precipitate which forms is collected by filtration, washed with EtOAc, and dried at 90 in vacuo to give 4-([R]-1-phenylethylamino)indolo[3,2-d]pyrimidine hydrochloride (37 mg, 11%). 1H NMR (DMSO): δ10 (1H, s), 9.14 ... The reactants are BrC=C(C)C=1C=NC=NC1 (5-(1-Bromoprop-1-en-2-yl)pyrimidine), CN1CC2=C(NC=3C=CC(=CC23)C)CC1 (2,3,4,5-Tetrahydro-2,8-dimethyl-1H-pyrido[4,3-b]indole), P(=O)([O-])([O-])[O-].[K+].[K+].[K+] (potassium phosphate), N1[C@H](C(=O)O)CCC1 (L-proline). The reagents and catalysts are [Cu]I (copper(I) iodide). Run in CN(C)C=O (DMF), CN(C)C=O (DMF). Conditions: temperature 85 celsius. Yields the product CN1CC2=C(N(C=3C=CC(=CC23)C)\C=C(/C)\C=2C=NC=NC2)CC1 ((E)-2,8-dimethyl-5-(2-(pyrimidin-5-yl)prop-1-enyl)-2,3,4,5-tetrahydro-1H-pyrido[4,3-b]indole). Reaction SMILES: [CH3:1][N:2]1[CH2:15][CH2:14][C:5]2[NH:6][C:7]3[CH:8]=[CH:9][C:10]([CH3:13])=[CH:11][C:12]=3[C:4]=2[CH2:3]1.P([O-])([O-])([O-])=O.[K+].[K+].[K+].N1CCC[C@H]1C(O)=O.Br[CH:33]=[C:34]([C:36]1[CH:37]=[N:38][CH:39]=[N:40][CH:41]=1)[CH3:35]>CN(C=O)C.[Cu]I>[CH3:1][N:2]1[CH2:15][CH2:14][C:5]2[N:6](/[CH:33]=[C:34](/[C:36]3[CH:37]=[N:38][CH:39]=[N:40][CH:41]=3)\[CH3:35])[C:7]3[CH:8]=[CH:9][C:10]([CH3:13])=[CH:11][C:12]=3[C:4]=2[CH2:3]1 |f:1.2.3.4|. Procedure details: 2,3,4,5-Tetrahydro-2,8-dimethyl-1H-pyrido[4,3-b]indole (100 mg, 0.5 mmol) was dissolved in DMF (3 mL), potassium phosphate (212 mg, 1 mmol), copper(I) iodide (9 mg, 0.05 mmol) and L-proline (11 mg, 0.1 mmol) was added. 5-(1-Bromoprop-1-en-2-yl)pyrimidine (98 mg, 0.5 mmol) was dissolved in DMF (2 mL) and added dropwise. Nitrogen was purged for 2 min. and the reaction mixture was heated at 85° C. overnight (prolonged heating was required in some cases). DMF was evaporated under reduced pressure an...